Dataset: the Open Reaction Database (ORD), a public repository of structured organic reaction records. Task: describe an organic reaction: reactants, conditions, products, and yield Reactants: CC1=NN(C(O1)=O)CC(C)=O (2,3-dihydro-5-methyl-2-oxo-1,3,4-oxadiazol-3-ylacetone), O.NN (hydrazine hydrate), O.O.C(C(=O)O)(=O)O (oxalic acid dihydrate). Run in C(C)(C)O (isopropanol), O (water), C(C)(C)O (isopropanol). The product is C(C)(=O)NN1C(NN=C(C1)C)=O (4-acetylamino-6-methyl-3-oxo-2,3,4,5-tetrahydro- 1,2,4-triazine). Reaction SMILES: [CH3:1][C:2]1[O:6][C:5](=[O:7])[N:4]([CH2:8][C:9](=O)[CH3:10])[N:3]=1.O.[NH2:13][NH2:14].O.O.C(O)(=O)C(O)=O>C(O)(C)C.O>[C:2]([NH:3][N:4]1[CH2:8][C:9]([CH3:10])=[N:14][NH:13][C:5]1=[O:7])(=[O:6])[CH3:1] |f:1.2,3.4.5|. Procedure: To a solution of 156 g of 2,3-dihydro-5-methyl-2-oxo-1,3,4-oxadiazol-3-ylacetone in 600 ml of isopropanol and 15 ml of water, 75 g of hydrazine hydrate are added at 70° C. over a period of 30 minutes. The mixture is subsequently stirred at reflux temperature for a further 6 hours. 40 g of oxalic acid dihydrate in 160 ml of isopropanol are added, and the precipitate is filtered off, while the mixture is hot, and washed with 150 ml of isopropanol. The filtrate is evaporated in vacuo until the tota... Reactants: BrC1=C(C(=C(C=C1)O)[N+](=O)[O-])C (4-bromo-3-methyl-2-nitrophenol), C([O-])([O-])=O.[K+].[K+] (potassium carbonate), CI (methyl iodide). Solvent: CC(=O)C (acetone). The product is BrC1=C(C(=C(C=C1)OC)[N+](=O)[O-])C (1-Bromo-4-methoxy-2-methyl-3-nitrobenzene). As a reaction SMILES: [Br:1][C:2]1[CH:7]=[CH:6][C:5]([OH:8])=[C:4]([N+:9]([O-:11])=[O:10])[C:3]=1[CH3:12].[C:13](=O)([O-])[O-].[K+].[K+].CI>CC(C)=O>[Br:1][C:2]1[CH:7]=[CH:6][C:5]([O:8][CH3:13])=[C:4]([N+:9]([O-:11])=[O:10])[C:3]=1[CH3:12] |f:1.2.3|. Procedure: To a solution of 4-bromo-3-methyl-2-nitrophenol (2.200 g, 9.48 mmol) in acetone (35 mL) was added potassium carbonate (3.276 g, 23.70 mmol) and methyl iodide (1.47 mL, 23.70 mmol) and the.mixture was heated to reflux for 4 h. The reaction was cooled to rt, filtered and the filtrate was evaporated under reduced pressure to afford the crude product. Purification of the crude product by column chromatography over silica gel eluting with EtOAc/hexane afforded pure 1-bromo-4-methoxy-2-methyl-3-nitrob... Starting materials: CCCCNCCCO, ClCCl, COc1ccc(N2CCN(c3ccc(N=C=S)cc3)CC2)cc1. Product: CCCCN(CCCO)C(=S)Nc1ccc(N2CCN(c3ccc(OC)cc3)CC2)cc1. Reaction SMILES: [CH2:24]([CH2:25][CH2:26][CH3:27])[NH:28][CH2:29][CH2:30][CH2:31][OH:32].[Cl:33][CH2:34][Cl:35].[N:1](=[C:2]=[S:3])[c:4]1[cH:5][cH:6][c:7]([N:10]2[CH2:11][CH2:12][N:13]([c:16]3[cH:17][cH:18][c:19]([O:22][CH3:23])[cH:20][cH:21]3)[CH2:14][CH2:15]2)[cH:8][cH:9]1>>[NH:1]([C:2](=[S:3])[N:28]([CH2:24][CH2:25][CH2:26][CH3:27])[CH2:29][CH2:30][CH2:31][OH:32])[c:4]1[cH:5][cH:6][c:7]([N:10]2[CH2:11][CH2:12][N:13]([c:16]3[cH:17][cH:18][c:19]([O:22][CH3:23])[cH:20][cH:21]3)[CH2:14][CH2:15]2)[cH:8][cH:9]1.